Dataset: the Open Reaction Database (ORD), a public repository of structured organic reaction records. Task: describe an organic reaction: reactants, conditions, products, and yield The product is O([Si](C)(C)C(C)(C)C)C1CC(=O)OC(C(/C=C/C(C(CC1)(C)O)O)C)\C(=C\C=C\C(CC1C(C(C(CC)O[Si](C)(C)C(C)(C)C)C)O1)C)\C ((8E,12E,14E)-3,21-bis(t-Butyldimethylsiloxy)-6,7-dihydroxy-6,10,12,16,20-pentamethyl-18,19-epoxytricosa-8,12,14-trien-11-olide). Reactants: C([O-])([O-])=O.[K+].[K+] (Potassium carbonate), C(C)(=O)OC\1C(CCC(CC(=O)OC(C(/C=C1)C)\C(=C\C=C\C(CC1C(C(C(CC)O[Si](C)(C)C(C)(C)C)C)O1)C)\C)O[Si](C)(C)C(C)(C)C)(C)O ((8E,12E,14E)-7-acetoxy-3,21-bis(t-butyldimethylsiloxy)-6-hydroxy-6,10,12,16,20-pentamethyl-18,19-epoxytricosa-8,12,14-trien-11-olide), C(C)(=O)O (acetic acid). Procedure: Potassium carbonate (48 mg, 0.35 mmol) was added to a solution of (8E,12E,14E)-7-acetoxy-3,21-bis(t-butyldimethylsiloxy)-6-hydroxy-6,10,12,16,20-pentamethyl-18,19-epoxytricosa-8,12,14-trien-11-olide (220 mg, 0.29 mmol) obtained in Example B11 methanol (15 mL), followed by stirring at room temperature for 15 hours. After acetic acid (40 μL, 0.69 mmol) was added, the reaction solution was evaporated. The residue was dissolved in ethyl acetate, and the solution was washed with a saturated sodium bi... Yield: 95.4%. As a reaction SMILES: C(=O)([O-])[O-].[K+].[K+].C([O:10][CH:11]1[C:12]([OH:58])([CH3:57])[CH2:13][CH2:14][CH:15]([O:49][Si:50]([C:53]([CH3:56])([CH3:55])[CH3:54])([CH3:52])[CH3:51])[CH2:16][C:17]([O:19][CH:20](/[C:25](/[CH3:48])=[CH:26]/[CH:27]=[CH:28]/[CH:29]([CH3:47])[CH2:30][CH:31]2[O:46][CH:32]2[CH:33]([CH3:45])[CH:34]([O:37][Si:38]([C:41]([CH3:44])([CH3:43])[CH3:42])([CH3:40])[CH3:39])[CH2:35][CH3:36])[CH:21]([CH3:24])[CH:22]=[CH:23]1)=[O:18])(=O)C.C(O)(=O)C>>[O:49]([CH:15]1[CH2:14][CH2:13][C:12]([OH:58])([CH3:57])[CH:11]([OH:10])[CH:23]=[CH:22][CH:21]([CH3:24])[CH:20](/[C:25](/[CH3:48])=[CH:26]/[CH:27]=[CH:28]/[CH:29]([CH3:47])[CH2:30][CH:31]2[O:46][CH:32]2[CH:33]([CH3:45])[CH:34]([O:37][Si:38]([C:41]([CH3:44])([CH3:43])[CH3:42])([CH3:40])[CH3:39])[CH2:35][CH3:36])[O:19][C:17](=[O:18])[CH2:16]1)[Si:50]([C:53]([CH3:56])([CH3:55])[CH3:54])([CH3:52])[CH3:51] |f:0.1.2|. Run at time 15 hour. Reactants: NC1=NC=C(C(=C1)C)Br (2-amino-5-bromo-4-methylpyridine), [Cu]C#N (copper(I) cyanide), [C-]#N.[Na+] (sodium cyanide). The solvent is CN(C=O)C (N,N-dimethylformamide), O (water). Conditions: time 4 hour. The product is NC1=NC=C(C(=C1)C)C#N (2-Amino-5-cyano-4-methylpyridine). RXN SMILES: [NH2:1][C:2]1[CH:7]=[C:6]([CH3:8])[C:5](Br)=[CH:4][N:3]=1.[Cu][C:11]#[N:12].[C-]#N.[Na+]>CN(C)C=O.O>[NH2:1][C:2]1[CH:7]=[C:6]([CH3:8])[C:5]([C:11]#[N:12])=[CH:4][N:3]=1 |f:2.3|. Procedure: A mixture of 2-amino-5-bromo-4-methylpyridine (4.0 g, 21.4 mmol) and copper(I) cyanide (2.2 g, 24.6 mmol) in N,N-dimethylformamide (5 mL) was stirred for 4 h at reflux temperature. The hot mixture was poured into a warm solution of sodium cyanide (4.3 g) in water (13 mL). After the mixture was vigorously shaken, the mixture was extracted with ethyl acetate. The organic extract was washed with 10% aqueous sodium cyanide, saturated brine solution and evaporated. The title compound was obtained as ... The reactants are [BH4-].[Na+] (sodium borohydride), N(=[N+]=[N-])CC1=CC(=C(C#N)C=C1F)F (4-Azidomethyl-2,5-difluorobenzonitrile), ( M ), Cl (HCl). Reagents/catalysts: [Pd] (Pd/C). Solvent: O (water), C1CCOC1 (THF), O (water). Product: NCC1=CC(=C(C#N)C=C1F)F (4-Aminomethyl-2,5-difluorobenzonitrile). As a reaction SMILES: [BH4-].[Na+].[N:3]([CH2:6][C:7]1[C:14]([F:15])=[CH:13][C:10]([C:11]#[N:12])=[C:9]([F:16])[CH:8]=1)=[N+]=[N-].Cl>O.C1COCC1.[Pd]>[NH2:12][CH2:11][C:10]1[C:9]([F:16])=[CH:8][C:7]([C:6]#[N:3])=[C:14]([F:15])[CH:13]=1 |f:0.1|. Procedure: This reaction was carried out according to the procedure described in J. Chem. Res. (M) (1992) 3128. To a suspension of 300 mg of 10% Pd/C (50% moisture) in 20 mL of water was added a solution of sodium borohydride (0.779 g, 0.0206 mol) in 20 mL of water. Some gas evolution resulted. 4-Azidomethyl-2,5-difluorobenzonitrile (1.00 g, 5.15 mmol; from step (v) above) was dissolved in 60 mL of THF and added to the aqueous mixture on an ice bath. The mixture was stirred for 1.5 h whereafter 10 mL of 2M... Starting materials: BrC1=CC=C(C=C1)C1=C(C(=NO1)C)C(CCC=C)O (1-[5-(4-bromo-phenyl)-3-methyl-isoxazol-4-yl]-pent-4-en-1-ol), ClC1=C(C=C(C=C1)I)Cl (1,2-dichloro-4-iodo-benzene). Product: BrC1=CC=C(C=C1)C1=C(C(=NO1)C)C(CC\C=C\C1=CC(=C(C=C1)Cl)Cl)O ((E)-1-[5-(4-Bromo-phenyl)-3-methyl-isoxazol-4-yl]-5-(3,4-dichloro-phenyl)-pent-4-en-1-ol). RXN SMILES: [Br:1][C:2]1[CH:7]=[CH:6][C:5]([C:8]2[O:12][N:11]=[C:10]([CH3:13])[C:9]=2[CH:14]([OH:19])[CH2:15][CH2:16][CH:17]=[CH2:18])=[CH:4][CH:3]=1.[Cl:20][C:21]1[CH:26]=[CH:25][C:24](I)=[CH:23][C:22]=1[Cl:28]>>[Br:1][C:2]1[CH:3]=[CH:4][C:5]([C:8]2[O:12][N:11]=[C:10]([CH3:13])[C:9]=2[CH:14]([OH:19])[CH2:15][CH2:16]/[CH:17]=[CH:18]/[C:24]2[CH:25]=[CH:26][C:21]([Cl:20])=[C:22]([Cl:28])[CH:23]=2)=[CH:6][CH:7]=1. Procedure: Prepared according to the procedure described in Example 168, Step 1, using 1-[5-(4-bromo-phenyl)-3-methyl-isoxazol-4-yl]-pent-4-en-1-ol and 1,2-dichloro-4-iodo-benzene.